From a dataset of the Open Reaction Database (ORD), a public repository of structured organic reaction records. describe an organic reaction: reactants, conditions, products, and yield Reactants: 2-(5-methoxyhept-1-yl)bicyclo[3.3.0]7 octanol, CI (methyl iodide), COC(CCCCC1C2CC(CC2CC1)O)CC (octahydro-4-(5-methoxyheptyl)-2-pentalenol), [I-].[Na+] (sodium iodide). Run in O1CCCC1 (tetrahydrofuran). Run at temperature 50 celsius. The product is COC1CC2CCC(C2C1)CCCCC(CC)OC (7-methoxy-2-(5-methoxyhept-1-y)bicyclo [3.3.0]octane). As a reaction SMILES: [CH3:1][O:2][CH:3]([CH2:17][CH3:18])[CH2:4][CH2:5][CH2:6][CH2:7][CH:8]1[CH2:15][CH2:14][CH:13]2[CH:9]1[CH2:10][CH:11]([OH:16])[CH2:12]2.[I-].[Na+].[CH3:21]I>O1CCCC1>[CH3:21][O:16][CH:11]1[CH2:10][CH:9]2[CH:13]([CH2:14][CH2:15][CH:8]2[CH2:7][CH2:6][CH2:5][CH2:4][CH:3]([O:2][CH3:1])[CH2:17][CH3:18])[CH2:12]1 |f:1.2|. Reported procedure: The starting material, 2-(5-methoxyhept-1-yl)bicyclo[3.3.0]7 octanol {octahydro-4-(5-methoxyheptyl)-2-pentalenol} (1.0 g, 3.9 mmoles) is added to a reaction vessel containing sodium iodide (0.12 g, 4.9 mmoles) and tetrahydrofuran (12 ml). The solution is stirred while methyl iodide (0.84 g, 5.9 mmoles) is rapidly added. The reaction is heated in a 50° C. water bath for 4 hours. The water bath is removed and the reaction neutralized with the addition of water (5 ml). The organic phase is separate... Reactants: [Cl-].[NH4+] (ammonium chloride), C(C)(=O)[O-].[Na+] (sodium acetate), ClC=1C(=C(C(=C(C1)C(C)O)C1=CC(=CC=C1)F)C=O)CC=O (4-chloro-3′-fluoro-6-(1-hydroxyethyl)-3-(2-oxoethyl)biphenyl-2-carbaldehyde), O1CCCC1 (tetrahydrofuran). The solvent is O (water). Conditions: time 8 hour. The product is ClC1=C2C=CN=CC2=C(C(=C1)C(C)O)C1=CC(=CC=C1)F (1-[5-Chloro-8-(3-fluorophenyl)isoquinolin-7-yl]ethanol). RXN SMILES: [Cl-].[NH4+:2].C([O-])(=O)C.[Na+].[Cl:8][C:9]1[C:10]([CH2:27][CH:28]=O)=[C:11]([CH:25]=O)[C:12]([C:18]2[CH:23]=[CH:22][CH:21]=[C:20]([F:24])[CH:19]=2)=[C:13]([CH:15]([OH:17])[CH3:16])[CH:14]=1.O1CCCC1>O>[Cl:8][C:9]1[CH:14]=[C:13]([CH:15]([OH:17])[CH3:16])[C:12]([C:18]2[CH:23]=[CH:22][CH:21]=[C:20]([F:24])[CH:19]=2)=[C:11]2[C:10]=1[CH:27]=[CH:28][N:2]=[CH:25]2 |f:0.1,2.3|. Reported procedure: A solution of ammonium chloride (28.5 mg, 0.533 mmol) and sodium acetate (43.7 mg, 0.533 mmol) in water (0.4 mL) was added to a solution of 4-chloro-3′-fluoro-6-(1-hydroxyethyl)-3-(2-oxoethyl)biphenyl-2-carbaldehyde (0.171 g, 0.533 mmol) in tetrahydrofuran (0.4 mL, 5 mmol). The reaction mixture was stirred at room temperature overnight and then extracted with dichloromethane. The combined organic layers were dried over magnesium sulfate, concentrated to dryness under reduced pressure. The crude ... The reactants are P(Br)(Br)Br (Phosphorus tribromide), CC(CCO)CCCC (3-methyl-1-heptanol). Reaction conditions: temperature 100 celsius, time 5 hour. Product: BrCCC(CCCC)C (1-bromo-3-methylheptane). RXN SMILES: P(Br)(Br)[Br:2].[CH3:5][CH:6]([CH2:10][CH2:11][CH2:12][CH3:13])[CH2:7][CH2:8]O>>[Br:2][CH2:8][CH2:7][CH:6]([CH3:5])[CH2:10][CH2:11][CH2:12][CH3:13]. Procedure: Phosphorus tribromide (10.44 g, 38.5 mmol) is added dropwise to 95% 3-methyl-1-heptanol (7.7 g, 56.3 mmol) at 0° C. and the mixture is stirred for 5 h at 100° C. The mixture is allowed to cool, poured onto ice, and extracted several times with hexane. The extract is washed with sodium carbonate solution, dried over magnesium sulfate, and evaporated down. Yields the product ether hexanes, COC1=CC2=C(C=C1)OCO2 (1-Methoxy-3,4methylenedioxybenzene). Reaction conditions: time 18 hour. RXN SMILES: C(OC(C(C[C:11]1[CH:16]=[CH:15][C:14]2[O:17][CH2:18][O:19][C:13]=2[CH:12]=1)C(O)=O)=O)C.N1CCCCC1.[C:26](O)(=[O:28])C>C1C=CC=CC=1>[CH3:26][O:28][C:11]1[CH:16]=[CH:15][C:14]2[O:17][CH2:18][O:19][C:13]=2[CH:12]=1. Yield: 50.0%. Solvent: C1=CC=CC=C1 (benzene). Procedure: A mixture of the aldehyde of Example 1(p), (1.48 g, 5.25 mmol), 2-ethoxycarbonyl-3-(3,4-methylenedioxyphenyl)propanoic acid (2.34 g. 7.88 mmol), piperidine (223 mg, 0.26 ml, 2.7 mmol) and acetic acid (0. 17 ml) in benzene (50 ml) was stirred at reflux under argon using a Dean-Stark trap. After 18 hours, the benzene was removed in vacuo and the residue partitioned between t-butyl methyl ether and water. The layers were separated, and the aqueous further extracted (×3). The combined organic extrac... The reactants are aldehyde, C(C)OC(=O)C(C(=O)O)CC1=CC2=C(C=C1)OCO2 (2-ethoxycarbonyl-3-(3,4-methylenedioxyphenyl)propanoic acid), N1CCCCC1 (piperidine), C(C)(=O)O (acetic acid). Reactants: C(O)([O-])=O.[Na+] (sodium hydrogencarbonate), FCCCCCCCCCCCC (1-fluorododecane). As a reaction SMILES: [C:1](=[O:4])([O-])O.[Na+].F[CH2:7][CH2:8][CH2:9][CH2:10][CH2:11][CH2:12][CH2:13][CH2:14][CH2:15][CH2:16][CH2:17]C>>[CH2:1]([OH:4])[CH2:17][CH2:16][CH2:15][CH2:14][CH2:13][CH2:12][CH2:11][CH2:10][CH2:9][CH2:8][CH3:7] |f:0.1|. Procedure: 93 mg (0.5 mmol) of dodecanol purified by distillation, 0.39 g (0.6 mmol, 1.2 equivalents) of N,N-diethyl-α,α-difluoro-[4-(1H,1H,2H,2H-perfluorodecyl)benzyl]amine (compound c) produced in Example 1, and 0.5 ml of heptane were put into a container formed of PFA (tetrafluoroethylene/perfluoroalkyl vinyl ether copolymer), and reacted in a nitrogen atmosphere at 100° C. for 3 hours. After the reaction, an aqueous saturated sodium hydrogencarbonate solution was added thereto for neutralization, and t... Product: C(CCCCCCCCCCC)O (Dodecanol). Reactants: C([O-])([O-])=O.[K+].[K+] (Potassium carbonate), C(C)(C)(C)OC(NC=1C=NC(=CC1)C(CBr)=O)=O ([6-(2-bromo-acetyl)-pyridin-3-yl]-carbamic acid tert-butyl ester), NC1=C(C=NC2=CC=C(N=C12)OC)O (4-amino-6-methoxy-[1,5]naphthyridin-3-ol), ClCCl (dichloromethane). The solvent is CN(C=O)C (N,N-dimethylformamide), CO (methanol). Reaction conditions: time 30 minute. Product: C(C)(C)(C)OC(NC=1C=NC(=CC1)C(COC=1C=NC2=CC=C(N=C2C1N)OC)=O)=O ({6-[2-(4-amino-6-methoxy-[1,5]naphthyridin-3-yloxy)-acetyl]-pyridin-3-yl}-carbamic acid tert-butyl ester). Isolated yield 30.7%. Reaction SMILES: C(=O)([O-])[O-].[K+].[K+].[C:7]([O:11][C:12](=[O:24])[NH:13][C:14]1[CH:15]=[N:16][C:17]([C:20](=[O:23])[CH2:21]Br)=[CH:18][CH:19]=1)([CH3:10])([CH3:9])[CH3:8].[NH2:25][C:26]1[C:35]2[C:30](=[CH:31][CH:32]=[C:33]([O:36][CH3:37])[N:34]=2)[N:29]=[CH:28][C:27]=1[OH:38].ClCCl>CN(C)C=O.CO>[C:7]([O:11][C:12](=[O:24])[NH:13][C:14]1[CH:15]=[N:16][C:17]([C:20](=[O:23])[CH2:21][O:38][C:27]2[CH:28]=[N:29][C:30]3[C:35]([C:26]=2[NH2:25])=[N:34][C:33]([O:36][CH3:37])=[CH:32][CH:31]=3)=[CH:18][CH:19]=1)([CH3:10])([CH3:9])[CH3:8] |f:0.1.2|. Procedure details: Potassium carbonate (140 mg, 1.02 mmol, 1.5 eq) is added at room temperature to a stirred solution of [6-(2-bromo-acetyl)-pyridin-3-yl]-carbamic acid tert-butyl ester (220 mg, 0.70 mmol, 1.0 eq) and 4-amino-6-methoxy-[1,5]naphthyridin-3-ol (130 mg, 0.69 mmol, 1.0 eq) in N,N-dimethylformamide (10 mL). After 30 minutes stirring at room temperature, solvent is removed and the residue is extracted with ethyl acetate (3×15 mL) and water (10 mL). The combined organic layers are washed with brine, drie... Starting materials: C1(CC1)N1CCN(CC1)C=1SC2=C(N1)C=CC(=C2)C=O (2-(4-cyclopropylpiperazin-1-yl)benzothiazole-6-carboxaldehyde), Cl.CNC (dimethylamine hydrochloride), C(C)(=O)O (acetic acid), [BH3-]C#N.[Na+] (NaCNBH3). Run in CO (methanol), C1CCOC1 (THF). Conditions: temperature 63 celsius, time 8 hour. The product is C1(CC1)N1CCN(CC1)C=1SC2=C(N1)C=CC(=C2)CN(C)C ([2-(4-cyclopropylpiperazin-1-yl)benzothiazol-6-ylmethyl]dimethyl-amine). Yield: 68.2%. As a reaction SMILES: [CH:1]1([N:4]2[CH2:9][CH2:8][N:7]([C:10]3[S:11][C:12]4[CH:18]=[C:17]([CH:19]=O)[CH:16]=[CH:15][C:13]=4[N:14]=3)[CH2:6][CH2:5]2)[CH2:3][CH2:2]1.Cl.[CH3:22][NH:23][CH3:24].C(O)(=O)C.[BH3-]C#N.[Na+]>CO.C1COCC1>[CH:1]1([N:4]2[CH2:9][CH2:8][N:7]([C:10]3[S:11][C:12]4[CH:18]=[C:17]([CH2:19][N:23]([CH3:24])[CH3:22])[CH:16]=[CH:15][C:13]=4[N:14]=3)[CH2:6][CH2:5]2)[CH2:3][CH2:2]1 |f:1.2,4.5|. Procedure details: To a solution of 2-(4-cyclopropylpiperazin-1-yl)benzothiazole-6-carboxaldehyde (500 mg, 1.7 mmol) in methanol (14 mL) and THF (28 mL) was added dimethylamine hydrochloride (277 mg, 3.4 mmol), acetic acid (22 mg, 0.4 mmol) and NaCNBH3 (158 mg, 2.7 mmol). The mixture was stirred at 63° C. overnight. Then the resulting mixture was concentrated under reduced pressure and the residue was diluted with dichloromethane (15 mL). The mixture was washed with brine and the organic phase was dried (MgSO4) an...